The task is: describe an organic reaction: reactants, conditions, products, and yield. This data is from the Open Reaction Database (ORD), a public repository of structured organic reaction records. The reactants are BrC1=CC=C(C=C1)C1=C(C(=NO1)C)N (5-(4-bromo-phenyl)-3-methyl-isoxazol-4-ylamine), C(C1=CC=2OCOC2C=C1)CC(C)=O (piperonyl acetone). As a reaction SMILES: [Br:1][C:2]1[CH:7]=[CH:6][C:5]([C:8]2[O:12][N:11]=[C:10]([CH3:13])[C:9]=2[NH2:14])=[CH:4][CH:3]=1.[CH2:15]([CH2:25][C:26](=O)[CH3:27])[C:16]1[CH:24]=[CH:23][C:22]2[O:21][CH2:20][O:19][C:18]=2[CH:17]=1>>[O:21]1[C:22]2[CH:23]=[CH:24][C:16]([CH2:15][CH2:25][CH:26]([NH:14][C:9]3[C:10]([CH3:13])=[N:11][O:12][C:8]=3[C:5]3[CH:4]=[CH:3][C:2]([Br:1])=[CH:7][CH:6]=3)[CH3:27])=[CH:17][C:18]=2[O:19][CH2:20]1. Yields the product O1COC2=C1C=CC(=C2)CCC(C)NC=2C(=NOC2C2=CC=C(C=C2)Br)C ((3-Benzo[1,3]dioxol-5-yl-1-methyl-propyl)-[5-(4-bromo-phenyl)-3-methyl-isoxazol-4-yl]-amine). Procedure: Prepared according to the procedure described in Example 24, Step 1, using 5-(4-bromo-phenyl)-3-methyl-isoxazol-4-ylamine and piperonyl acetone.